Dataset: the Open Reaction Database (ORD), a public repository of structured organic reaction records. Task: describe an organic reaction: reactants, conditions, products, and yield Reaction conditions: time 3 hour. RXN SMILES: [C:1]([O:5][C:6]([NH:8][C@@H:9]([CH2:21][C:22]1[CH:27]=[CH:26][C:25]([OH:28])=[CH:24][CH:23]=1)[C:10]([O:12][C@@H:13]1[CH:18]2[CH2:19][CH2:20][N:15]([CH2:16][CH2:17]2)[CH2:14]1)=[O:11])=[O:7])([CH3:4])([CH3:3])[CH3:2].[Br:29][CH2:30][C:31]([C:33]1[CH:38]=[CH:37][CH:36]=[CH:35][CH:34]=1)=[O:32]>C(#N)C>[Br-:29].[C:1]([O:5][C:6]([NH:8][C@@H:9]([CH2:21][C:22]1[CH:27]=[CH:26][C:25]([OH:28])=[CH:24][CH:23]=1)[C:10]([O:12][C@@H:13]1[CH:18]2[CH2:19][CH2:20][N+:15]([CH2:30][C:31](=[O:32])[C:33]3[CH:38]=[CH:37][CH:36]=[CH:35][CH:34]=3)([CH2:16][CH2:17]2)[CH2:14]1)=[O:11])=[O:7])([CH3:4])([CH3:2])[CH3:3] |f:3.4|. The yield is 19.9%. Starting materials: C(C)(C)(C)OC(=O)N[C@H](C(=O)O[C@H]1CN2CCC1CC2)CC2=CC=C(C=C2)O ((S)—((R)-quinuclidin-3-yl) 2-(tert-butoxycarbonylamino)-3-(4-hydroxyphenyl)propanoate), BrCC(=O)C1=CC=CC=C1 (2-bromo-1-phenylethanone). Yields the product [Br-].C(C)(C)(C)OC(=O)N[C@H](C(=O)O[C@H]1C[N+]2(CCC1CC2)CC(C2=CC=CC=C2)=O)CC2=CC=C(C=C2)O ((R)-3-((S)-2-(tert-butoxycarbonylamino)-3-(4-hydroxyphenyl)-propanoyloxy)-1-(2-oxo-2-phenylethyl)-1-azoniabicyclo[2.2.2]octane bromide). The solvent is C(C)#N (acetonitrile). Procedure details: To a solution of (S)—((R)-quinuclidin-3-yl) 2-(tert-butoxycarbonylamino)-3-(4-hydroxyphenyl)propanoate (260 mg, 0.67 mmol) in dry acetonitrile (10 ml), was added portionwise 2-bromo-1-phenylethanone (126 mg, 0.63 mmol). The reaction was stirred at RT for 3 hours. The solvent was evaporated, and the residue was purified by flash chromatography (DCM/MeOH=85/15), and the recovered product was triturated with i-PrOH to obtain (R)-3-((S)-2-(tert-butoxycarbonylamino)-3-(4-hydroxyphenyl)-propanoyloxy)-... The product is IC=1C=C(C=CC1)N1C(NC(C1)=O)=O (1-(3-Iodophenyl)imidazolidine-2,4-dione). As a reaction SMILES: [I:1][C:2]1[CH:3]=[C:4]([NH:8][C:9]([NH2:11])=[O:10])[CH:5]=[CH:6][CH:7]=1.[H-].[Na+].Cl[CH2:15][C:16](OCC)=[O:17]>CN(C=O)C>[I:1][C:2]1[CH:3]=[C:4]([N:8]2[CH2:15][C:16](=[O:17])[NH:11][C:9]2=[O:10])[CH:5]=[CH:6][CH:7]=1 |f:1.2|. Procedure: A solution of 3-iodophenylurea (2.1 g) in DMF (20 ml) was treated with sodium hydride (60% oil dispersion; 640 mg), followed by ethyl chloroacetate (0.93 ml) and the mixture was stirred for 5 h. The mixture was partitioned between EtOAc and 2M HCl and the organic solution was washed with NaHCO3, brine, dried and evaporated to dryness to give the title compound (2.08 g) ES+ve 303(MH)+. The reactants are IC=1C=C(C=CC1)NC(=O)N (3-iodophenylurea), [H-].[Na+] (sodium hydride), ClCC(=O)OCC (ethyl chloroacetate). Run at time 5 hour. The solvent is CN(C)C=O (DMF). The reactants are NN1C(C2=CC(=CC=C2C(=N1)C(C)C)C(F)(F)F)=O (2-amino-4-isopropyl-7-(trifluoromethyl)phthalazin-1(2H)-one), C12(CC3CC(CC(C1)C3)C2)CC(=O)Cl (2-(adamantan-1-yl)acetyl chloride). Yields the product C12(CC3CC(CC(C1)C3)C2)CC(=O)NN2C(C3=CC(=CC=C3C(=N2)C(C)C)C(F)(F)F)=O (2-(adamantan-1-yl)-N-[4-isopropyl-1-oxo-7-(trifluoromethyl)phthalazin-2(1H)-yl]acetamide). As a reaction SMILES: [NH2:1][N:2]1[N:11]=[C:10]([CH:12]([CH3:14])[CH3:13])[C:9]2[C:4](=[CH:5][C:6]([C:15]([F:18])([F:17])[F:16])=[CH:7][CH:8]=2)[C:3]1=[O:19].[C:20]12([CH2:30][C:31](Cl)=[O:32])[CH2:29][CH:24]3[CH2:25][CH:26]([CH2:28][CH:22]([CH2:23]3)[CH2:21]1)[CH2:27]2>>[C:20]12([CH2:30][C:31]([NH:1][N:2]3[N:11]=[C:10]([CH:12]([CH3:14])[CH3:13])[C:9]4[C:4](=[CH:5][C:6]([C:15]([F:18])([F:16])[F:17])=[CH:7][CH:8]=4)[C:3]3=[O:19])=[O:32])[CH2:27][CH:26]3[CH2:25][CH:24]([CH2:23][CH:22]([CH2:28]3)[CH2:21]1)[CH2:29]2. Procedure details: The product from Example 173A and 2-(adamantan-1-yl)acetyl chloride were treated as in Example 1C to give the title compound. 1H NMR (300 MHz, DMSO-d6) δ ppm 11.19-11.28 (m, 1H), 8.58 (s, 1H), 8.28-8.40 (m, 2H), 3.58-3.70 (m, 1H), 2.04 (s, 2H), 1.93-1.98 (bs, 3H), 1.55-1.75 (m, 12H), 1.27 (d, J=6.7 Hz, 6H); MS (ESI+) M/Z 448 (M+H)+. The reactants are CO, Cc1cccc(-c2[nH]c(Cc3ccc(F)c([N+](=O)[O-])c3)nc2-c2ccc3nccnc3c2)n1, NN, O. The product is Cc1cccc(-c2[nH]c(Cc3ccc(F)c(N)c3)nc2-c2ccc3nccnc3c2)n1. Reaction SMILES: [CH3:37][OH:38].[F:1][c:2]1[c:3]([N+:31]([O-:32])=[O:33])[cH:4][c:5]([CH2:6][c:7]2[nH:8][c:9](-[c:22]3[n:23][c:24]([CH3:28])[cH:25][cH:26][cH:27]3)[c:10](-[c:12]3[cH:13][c:14]4[n:15][cH:16][cH:17][n:18][c:19]4[cH:20][cH:21]3)[n:11]2)[cH:29][cH:30]1.[NH2:35][NH2:36].[OH2:34]>>[F:1][c:2]1[c:3]([NH2:31])[cH:4][c:5]([CH2:6][c:7]2[nH:8][c:9](-[c:22]3[n:23][c:24]([CH3:28])[cH:25][cH:26][cH:27]3)[c:10](-[c:12]3[cH:13][c:14]4[n:15][cH:16][cH:17][n:18][c:19]4[cH:20][cH:21]3)[n:11]2)[cH:29][cH:30]1.